The task is: describe an organic reaction: reactants, conditions, products, and yield. This data is from the Open Reaction Database (ORD), a public repository of structured organic reaction records. Reactants: C=CCC(=CC(NC=O)C(=O)OC)CBr, CCOP(OCC)OCC. Yields the product C=CCC(=CC(NC=O)C(=O)OC)CP(=O)(OCC)OCC. RXN SMILES: [CH3:1][O:2][C:3]([CH:4]([CH:5]=[C:6]([CH2:7][CH:8]=[CH2:9])[CH2:10][Br:11])[NH:12][CH:13]=[O:14])=[O:15].[P:16]([O:17][CH2:18][CH3:19])([O:20][CH2:21][CH3:22])[O:23][CH2:24][CH3:25]>>[CH3:1][O:2][C:3]([CH:4]([CH:5]=[C:6]([CH2:7][CH:8]=[CH2:9])[CH2:10][P:16]([O:17][CH2:18][CH3:19])([O:20][CH2:21][CH3:22])=[O:23])[NH:12][CH:13]=[O:14])=[O:15]. Reactants: CC(C)C[Al+]CC(C)C, CCOCC, CCOC(=O)C(F)=C(C)C=Cc1c(C)sc(C)c1C, [H-], [Na+], [Na+], O=S(=O)([O-])[O-]. The product is CC(C=Cc1c(C)sc(C)c1C)=C(F)CO. Reaction SMILES: [CH2:21]([Al+:22][CH2:23][CH:24]([CH3:25])[CH3:26])[CH:27]([CH3:28])[CH3:29].[CH3:37][CH2:38][O:39][CH2:40][CH3:41].[F:1][C:2]([C:3](=[O:4])[O:5][CH2:6][CH3:7])=[C:8]([CH:9]=[CH:10][c:11]1[c:12]([CH3:18])[s:13][c:14]([CH3:17])[c:15]1[CH3:16])[CH3:19].[H-:20].[Na+:30].[Na+:31].[O-:32][S:33](=[O:34])(=[O:35])[O-:36]>>[F:1][C:2]([CH2:3][OH:4])=[C:8]([CH:9]=[CH:10][c:11]1[c:12]([CH3:18])[s:13][c:14]([CH3:17])[c:15]1[CH3:16])[CH3:19]. Starting materials: BrC1=C(C=CC=C1)O (2-bromophenol), COC(CBr)OC (bromoacetaldehyde dimethyl acetal), C([O-])([O-])=O.[K+].[K+] (potassium carbonate), CN(C=O)C (dimethylformamide). Solvent: O (water). Run at temperature 95 celsius, time 18 hour. The product is COC(COC1=C(C=CC=C1)Br)OC (2-(2-bromophenoxy) acetaldehyde dimethyl acetal). As a reaction SMILES: [Br:1][C:2]1[CH:7]=[CH:6][CH:5]=[CH:4][C:3]=1[OH:8].[CH3:9][O:10][CH:11]([O:14][CH3:15])[CH2:12]Br.C(=O)([O-])[O-].[K+].[K+].CN(C)C=O>O>[CH3:9][O:10][CH:11]([O:14][CH3:15])[CH2:12][O:8][C:3]1[CH:4]=[CH:5][CH:6]=[CH:7][C:2]=1[Br:1] |f:2.3.4|. Reported procedure: A mixture of 2-bromophenol (34.8 ml), bromoacetaldehyde dimethyl acetal (35.5 ml), potassium carbonate (124.4 g) and dimethylformamide (500 ml) was stirred at 95° C. under nitrogen for 18 hours, then cooled and poured onto cold water (500 ml). The product was extracted into ether (2×300 ml) and the combined extracts were washed with saturated aqueous sodium bicarbonate solution (300 ml) and brine (300 ml) and dried (MgSO4). The solvent was removed in vacuo to give 2-(2-bromophenoxy) acetaldehyde... Reactants: 1h, COCC1CCC(O1)C(=O)O ((2RS,5SR)-5-methoxymethyltetrahydrofuran-2-carboxylic acid), C(C(=O)Cl)(=O)Cl (oxalyl chloride). Reagents/catalysts: CN(C=O)C (dimethylformamide). The solvent is ClCCl (dichloromethane). Run at temperature 0 celsius. Yields the product ClCC(=O)C1OC(CC1)COC ((2RS,5SR)-2-Chloroacetyl-5-methoxymethyltetrahydrofuran). As a reaction SMILES: [CH3:1][O:2][CH2:3][CH:4]1[O:8][CH:7]([C:9]([OH:11])=O)[CH2:6][CH2:5]1.C(Cl)(=O)[C:13]([Cl:15])=O>ClCCl.CN(C)C=O>[Cl:15][CH2:13][C:9]([CH:7]1[CH2:6][CH2:5][CH:4]([CH2:3][O:2][CH3:1])[O:8]1)=[O:11]. Procedure: A solution of (2RS,5SR)-5-methoxymethyltetrahydrofuran-2-carboxylic acid (3.1g) in dichloromethane (50ml) was treated with oxalyl chloride (2.68ml) and dimethylformamide (1 drop). The mixture was stirred for 1h and heated to reflux for 10 mins. The solvent was evaporated and then dichloromethane was evaporated from the residue twice. The product was dissolved in dichloromethane (100ml) and the solution cooled in an ice bath. Diazomethane was then passed into the solution as described in Example ... The reactants are C(C)C=1C=C(C=CC1)C(O)C=1N(N=C(N1)C1=CC=CC=C1)C ((3-ethylphenyl)(2-methyl-5-phenyl-2H-1,2,4-triazol-3-yl)methanol), CN1N=C(N=C1)C1=CC=CC=C1 (1-methyl-3-phenyl-1H-1,2,4-triazole), ClC1=CC(=C(C=O)C=C1OC)F (4-chloro-2-fluoro-5-methoxybenzaldehyde). The product is ClC1=CC(=C(C=C1OC)C(O)C=1N(N=C(N1)C1=CC=CC=C1)C)F ((4-chloro-2-fluoro-5-methoxyphenyl)(2-methyl-5-phenyl-2H-1,2,4-triazol-3-yl)methanol). Yield: 67.6%. Reaction SMILES: C(C1C=C(C(C2N(C)N=C(C3C=CC=CC=3)N=2)O)C=CC=1)C.[CH3:23][N:24]1[CH:28]=[N:27][C:26]([C:29]2[CH:34]=[CH:33][CH:32]=[CH:31][CH:30]=2)=[N:25]1.[Cl:35][C:36]1[C:43]([O:44][CH3:45])=[CH:42][C:39]([CH:40]=[O:41])=[C:38]([F:46])[CH:37]=1>>[Cl:35][C:36]1[C:43]([O:44][CH3:45])=[CH:42][C:39]([CH:40]([C:28]2[N:24]([CH3:23])[N:25]=[C:26]([C:29]3[CH:30]=[CH:31][CH:32]=[CH:33][CH:34]=3)[N:27]=2)[OH:41])=[C:38]([F:46])[CH:37]=1. Reported procedure: According to the procedure for Intermediate 370.2, 1-methyl-3-phenyl-1H-1,2,4-triazole (65 mg, 0.40 mmol) and Intermediate 392.1 (80 mg, 0.45 mmol) afforded 94 mg of Intermediate 392.2 as a white solid. LCMS 348.25 (M+H). The reactants are BrCCCN1C(C=2C(C1=O)=CC=CC2)=O (N-(3-bromopropyl)phthalimide), C1(=CC=CC=C1)C=1NC=CN1 (2-phenylimidazole), [H-].[Na+] (sodium hydride). Solvent: CN(C)C=O (DMF), CN(C)C=O (DMF), CN(C)C=O (DMF). Reaction conditions: temperature 100 celsius. Product: C1(=CC=CC=C1)C=1N(C=CN1)CCCN1C(C=2C(C1=O)=CC=CC2)=O (N-[3-(2-phenylimidazol-1-yl)propyl]phthalimide). RXN SMILES: [C:1]1([C:7]2[NH:8][CH:9]=[CH:10][N:11]=2)[CH:6]=[CH:5][CH:4]=[CH:3][CH:2]=1.[H-].[Na+].Br[CH2:15][CH2:16][CH2:17][N:18]1[C:22](=[O:23])[C:21]2=[CH:24][CH:25]=[CH:26][CH:27]=[C:20]2[C:19]1=[O:28]>CN(C=O)C>[C:1]1([C:7]2[N:11]([CH2:15][CH2:16][CH2:17][N:18]3[C:22](=[O:23])[C:21]4=[CH:24][CH:25]=[CH:26][CH:27]=[C:20]4[C:19]3=[O:28])[CH:10]=[CH:9][N:8]=2)[CH:2]=[CH:3][CH:4]=[CH:5][CH:6]=1 |f:1.2|. Reported procedure: A solution of 2-phenylimidazole (14.4 g) in dry DMF (25 ml) was added dropwise to a stirred suspension of sodium hydride (4.0 g, 60% dispersion in oil) in dry DMF (125 ml) at ambient temperature under nitrogen for 2 hours. A slurry of N-(3-bromopropyl)phthalimide (25.5 g) in dry DMF (40 ml) was added and the mixture heated at 100° C. for 16 hours. The solvent was evaporated off and the residue was extracted with hot toluene. The combined toluene extracts were evaporated to dryness and the residu... Run in O1CCCC1 (tetrahydrofuran), C(C)N(CC)CC (triethylamine), O1CCCC1 (tetrahydrofuran), O (water). RXN SMILES: [CH2:1]([O:5][CH2:6][CH2:7][O:8][C:9]1[CH:14]=[CH:13][C:12]([C:15]2[CH:16]=[CH:17][C:18]3[N:26]([CH2:27][CH2:28][CH3:29])[CH2:25][CH2:24][CH2:23][CH2:22][C:21]([C:30](O)=[O:31])=[CH:20][C:19]=3[CH:33]=2)=[CH:11][CH:10]=1)[CH2:2][CH2:3][CH3:4].CN(C=O)C.S(Cl)(Cl)=O.[CH2:43]([N:46]1[C:50]([CH2:51][S:52]([C:54]2[CH:60]=[CH:59][C:57]([NH2:58])=[CH:56][CH:55]=2)=[O:53])=[CH:49][N:48]=[CH:47]1)[CH2:44][CH3:45]>O1CCCC1.O.C(N(CC)CC)C>[CH2:1]([O:5][CH2:6][CH2:7][O:8][C:9]1[CH:10]=[CH:11][C:12]([C:15]2[CH:16]=[CH:17][C:18]3[N:26]([CH2:27][CH2:28][CH3:29])[CH2:25][CH2:24][CH2:23][CH2:22][C:21]([C:30]([NH:58][C:57]4[CH:56]=[CH:55][C:54]([S:52]([CH2:51][C:50]5[N:46]([CH2:43][CH2:44][CH3:45])[CH:47]=[N:48][CH:49]=5)=[O:53])=[CH:60][CH:59]=4)=[O:31])=[CH:20][C:19]=3[CH:33]=2)=[CH:13][CH:14]=1)[CH2:2][CH2:3][CH3:4]. Procedure: (−)-4-(((1-Propylimidazol-5-yl)methyl)sulfinyl)aniline di-p-toluoyl-D-tartarate monohydrate (962 mg) was dissolved in ethyl acetate (6 ml) and 1N hydrochloric acid (5.04 ml), followed by separation. To the aqueous layer was added an aqueous 25% potassium carbonate solution (5.04 ml), followed by extraction with 2-propanol-ethyl acetate (1:4) three times. The organic layers were combined and washed with saturated brine, dried with magnesium sulfate, and the solvent was distilled off under reduced... The reactants are C(CC)N1C=NC=C1CS(=O)C1=CC=C(N)C=C1 ((−)-4-(((1-propylimidazol-5-yl)methyl)sulfinyl)aniline), C(CCC)OCCOC1=CC=C(C=C1)C=1C=CC2=C(C=C(CCCCN2CCC)C(=O)O)C1 (9-(4-(2-butoxyethoxy)phenyl)-1-propyl-2,3,4,5-tetrahydro-1H-1-benzoazonin-6-carboxylic acid), CN(C)C=O (DMF), S(=O)(Cl)Cl (thionyl chloride). Yields the product C(CCC)OCCOC1=CC=C(C=C1)C=1C=CC2=C(C=C(CCCCN2CCC)C(=O)NC2=CC=C(C=C2)S(=O)CC2=CN=CN2CCC)C1 ((−)-9-[4-(2-butoxyethoxy)phenyl]-1-propyl-N-[4-[[[1-propylimidazol-5-yl]methyl]sulfinyl]phenyl]-2,3,4,5-tetrahydro-1H-1-benzoazonin-6-carboxamide). Run at time 30 minute. Starting materials: C=CCNc1ccc(C(=O)CCC(=O)OC)cc1, CCO, Cl, [K+], [OH-], O. The product is C=CCNc1ccc(C(=O)CCC(=O)O)cc1. Reaction SMILES: [CH2:1]([CH:2]=[CH2:3])[NH:4][c:5]1[cH:6][cH:7][c:8]([C:9](=[O:10])[CH2:11][CH2:12][C:13](=[O:14])[O:15][CH3:16])[cH:17][cH:18]1.[CH3:21][CH2:22][OH:23].[ClH:24].[K+:20].[OH-:19].[OH2:25]>>[CH2:1]([CH:2]=[CH2:3])[NH:4][c:5]1[cH:6][cH:7][c:8]([C:9](=[O:10])[CH2:11][CH2:12][C:13](=[O:14])[OH:15])[cH:17][cH:18]1. The reactants are ClCCl, O=C(O)C(F)(F)F, Cc1ccc(S(=O)(=O)n2cc(-c3csc(NC(=O)OC(C)(C)C)c3)c3cccnc32)cc1. The product is Cc1ccc(S(=O)(=O)n2cc(-c3csc(N)c3)c3cccnc32)cc1. Reaction SMILES: [Cl:40][CH2:41][Cl:42].[F:33][C:34]([F:35])([F:36])[C:37]([OH:38])=[O:39].[S:1](=[O:2])(=[O:3])([c:4]1[cH:5][cH:6][c:7]([CH3:8])[cH:9][cH:10]1)[n:11]1[cH:12][c:13](-[c:20]2[cH:21][c:22]([NH:25][C:26](=[O:27])[O:28][C:29]([CH3:30])([CH3:31])[CH3:32])[s:23][cH:24]2)[c:14]2[c:15]1[n:16][cH:17][cH:18][cH:19]2>>[S:1](=[O:2])(=[O:3])([c:4]1[cH:5][cH:6][c:7]([CH3:8])[cH:9][cH:10]1)[n:11]1[cH:12][c:13](-[c:20]2[cH:21][c:22]([NH2:25])[s:23][cH:24]2)[c:14]2[c:15]1[n:16][cH:17][cH:18][cH:19]2.